Dataset: the Open Reaction Database (ORD), a public repository of structured organic reaction records. Task: describe an organic reaction: reactants, conditions, products, and yield Product: COC(=O)c1ccc(Cc2c[nH]c3ccc([N+](=O)[O-])cc23)c(OC)c1. As a reaction SMILES: [Ag:34]=[O:35].[Br:13][CH2:14][CH2:15][c:16]1[c:17]([O:26][CH3:27])[cH:18][c:19]([C:20](=[O:21])[O:22][CH3:23])[cH:24][cH:25]1.[N+:1](=[O:2])([O-:3])[c:4]1[cH:5][c:6]2[cH:7][cH:8][nH:9][c:10]2[cH:11][cH:12]1.[O:28]1[CH2:29][CH2:30][O:31][CH2:32][CH2:33]1>>[N+:1](=[O:2])([O-:3])[c:4]1[cH:5][c:6]2[c:7]([CH2:15][c:16]3[c:17]([O:26][CH3:27])[cH:18][c:19]([C:20](=[O:21])[O:22][CH3:23])[cH:24][cH:25]3)[cH:8][nH:9][c:10]2[cH:11][cH:12]1. Starting materials: O=[Ag], COC(=O)c1ccc(CCBr)c(OC)c1, O=[N+]([O-])c1ccc2[nH]ccc2c1, C1COCCO1.